Dataset: the Open Reaction Database (ORD), a public repository of structured organic reaction records. Task: describe an organic reaction: reactants, conditions, products, and yield The reactants are CC(C)(C)OC(=O)Nc1c[nH]nc1C(=O)O, ClCCCl, Nc1ccc(CN2CCOCC2)cc1N, CN(C)C=O, On1nnc2ccccc21. Yields the product CC(C)(C)OC(=O)Nc1c[nH]nc1C(=O)Nc1ccc(CN2CCOCC2)cc1N. As a reaction SMILES: [C:1]([CH3:2])([CH3:3])([CH3:4])[O:5][C:6](=[O:7])[NH:8][c:9]1[c:10]([C:14](=[O:15])[OH:16])[n:11][nH:12][cH:13]1.[CH2:32]([Cl:33])[CH2:34][Cl:35].[O:17]1[CH2:18][CH2:19][N:20]([CH2:23][c:24]2[cH:25][c:26]([NH2:31])[c:27]([NH2:30])[cH:28][cH:29]2)[CH2:21][CH2:22]1.[O:46]=[CH:47][N:48]([CH3:49])[CH3:50].[OH:36][n:37]1[c:38]2[c:39]([cH:40][cH:41][cH:42][cH:43]2)[n:44][n:45]1>>[C:1]([CH3:2])([CH3:3])([CH3:4])[O:5][C:6](=[O:7])[NH:8][c:9]1[c:10]([C:14](=[O:16])[NH:30][c:27]2[c:26]([NH2:31])[cH:25][c:24]([CH2:23][N:20]3[CH2:19][CH2:18][O:17][CH2:22][CH2:21]3)[cH:29][cH:28]2)[n:11][nH:12][cH:13]1. Reactants: C=1(C(=CC=CC1)S(=O)(=O)Cl)C (o-toluenesulfonylchloride), [NH2-].[Na+] (sodium amide), CN1CC(CC1)O (1-methyl-3-pyrrolidinol), C[O-].[Na+] (sodium methoxide), C(C=1C(O)=CC=CC1)(=O)N (salicylamide). The solvent is C1(=CC=CC=C1)C (toluene), CN(C=O)C (dimethylformamide). Conditions: temperature 70 celsius, time 2.5 hour. Product: CN1CC(CC1)OC1=C(C(=O)N)C=CC=C1 (2-(1-Methyl-3-pyrrolidinyloxy)benzamide). Reaction SMILES: [NH2-].[Na+].[CH3:3][N:4]1[CH2:8][CH2:7][CH:6]([OH:9])[CH2:5]1.C1(C)C(S(Cl)(=O)=O)=CC=CC=1.C[O-].[Na+].[C:24]([NH2:33])(=[O:32])[C:25]1[C:26](=[CH:28][CH:29]=[CH:30][CH:31]=1)O>C1(C)C=CC=CC=1.CN(C)C=O>[CH3:3][N:4]1[CH2:8][CH2:7][CH:6]([O:9][C:31]2[CH:30]=[CH:29][CH:28]=[CH:26][C:25]=2[C:24]([NH2:33])=[O:32])[CH2:5]1 |f:0.1,4.5|. Reported procedure: To 85.6 g (2.2 moles) of sodium amide in 1.5 liter of dry toluene was added 202 g (2 moles) of 1-methyl-3-pyrrolidinol so as not to exceed a temperature of 50° C. The mixture was then heated to 70° C. for 4.5 hours. The mixture was cooled and 381 g (2 moles) of o-toluenesulfonylchloride was added at a rapid drop while maintaining a temperature of 20°-30° C. with an ice bath. The mixture was stirred at room temperature for 2.5 hours and washed with water. The toluene solution was dried with sodiu...